This data is from the Open Reaction Database (ORD), a public repository of structured organic reaction records. The task is: describe an organic reaction: reactants, conditions, products, and yield Starting materials: O=C(C=Cc1ccccc1)C=P(c1ccccc1)(c1ccccc1)c1ccccc1, CC1=CC(=O)OC1=O, c1ccccc1. Product: CC1=CC(=CC(=O)C=Cc2ccccc2)OC1=O. As a reaction SMILES: [C:9]([CH:10]=[CH:11][c:12]1[cH:13][cH:14][cH:15][cH:16][cH:17]1)(=[O:18])[CH:19]=[P:20]([c:21]1[cH:22][cH:23][cH:24][cH:25][cH:26]1)([c:27]1[cH:28][cH:29][cH:30][cH:31][cH:32]1)[c:33]1[cH:34][cH:35][cH:36][cH:37][cH:38]1.[CH3:1][C:2]1=[CH:7][C:6](=[O:8])[O:5][C:3]1=[O:4].[cH:39]1[cH:40][cH:41][cH:42][cH:43][cH:44]1>>[CH3:1][C:2]1=[CH:7][C:6](=[CH:19][C:9]([CH:10]=[CH:11][c:12]2[cH:13][cH:14][cH:15][cH:16][cH:17]2)=[O:18])[O:5][C:3]1=[O:4].